From a dataset of the Open Reaction Database (ORD), a public repository of structured organic reaction records. describe an organic reaction: reactants, conditions, products, and yield Starting materials: CC=1C(NC(=NC1C)C1=CC=C(C=C1)[N+](=O)[O-])=O (5,6-dimetyl-2-(4-nitrophenyl)-4-(3H)-pyrimidinone), BrCC(=O)N(CCC)CCC (2-bromo-N,N-dipropylacetamide), BrCC(=O)N(C1=CC=CC=C1)CC (2-bromo-N-ethyl-N-phenylacetamide), CC=1C(NC(=NC1C)C1=CC=CC=C1)=O (5,6-dimethyl-2-phenyl-4-(3H)-pyrimidinone). Yields the product C(C)N(C(COC1=NC(=NC(=C1C)C)C1=CC=C(C=C1)[N+](=O)[O-])=O)C1=CC=CC=C1 (N-ethyl-2-[5,6-dimethyl-2-(4-nitrophenyl)-4-pyrimidinyloxy]-N-phenylacetamide). As a reaction SMILES: [CH3:1][C:2]1[C:3](=[O:18])[NH:4][C:5]([C:9]2[CH:14]=[CH:13][C:12]([N+:15]([O-:17])=[O:16])=[CH:11][CH:10]=2)=[N:6][C:7]=1[CH3:8].Br[CH2:20][C:21]([N:23]([CH2:30][CH3:31])[C:24]1[CH:29]=[CH:28][CH:27]=[CH:26][CH:25]=1)=[O:22].CC1C(=O)NC(C2C=CC=CC=2)=NC=1C.BrCC(N(CCC)CCC)=O>>[CH2:30]([N:23]([C:24]1[CH:29]=[CH:28][CH:27]=[CH:26][CH:25]=1)[C:21](=[O:22])[CH2:20][O:18][C:3]1[C:2]([CH3:1])=[C:7]([CH3:8])[N:6]=[C:5]([C:9]2[CH:10]=[CH:11][C:12]([N+:15]([O-:17])=[O:16])=[CH:13][CH:14]=2)[N:4]=1)[CH3:31]. Procedure: The same procedures as Example 136 are repeated except that 5,6-dimetyl-2-(4-nitrophenyl)-4-(3H)-pyrimidinone and 2-bromo-N-ethyl-N-phenylacetamide are used instead of 5,6-dimethyl-2-phenyl-4-(3H)-pyrimidinone and 2-bromo-N,N-dipropylacetamide, respectively. The product thus obtained is recrystallized from acetonitrile to give the desired compound, m.p. 89-190° C. Reactants: Cl.COC([C@H](CC1=CC=C(C=C1)C1=CC=C(C=C1)C#N)NC(=O)C1NCC=2C=C3C(=CC2C1)OC[C@@H](O3)C3=CC=C(C=C3)OCC3CCCC3)=O ((S)-3-(4′-Cyano-biphenyl-4-yl)-2-{[(S)-3-(4-cyclopentylmethoxy-phenyl)-2,3,6,7,8,9-hexahydro-[1,4]dioxino[2,3-g]isoquinoline-8-carbonyl]-amino}-propionic acid methylester hydrochloride), C(C)(=O)NC=1SC(=C(N1)C)S(=O)(=O)Cl (2-acetylamino-4-methyl thiazole-5-sulfonyl chloride). Yields the product COC([C@H](CC1=CC=C(C=C1)C1=CC=C(C=C1)C#N)NC(=O)C1N(CC=2C=C3C(=CC2C1)OC[C@@H](O3)C3=CC=C(C=C3)OCC3CCCC3)S(=O)(=O)C3=C(N=C(S3)NC(C)=O)C)=O ((S)-2-{[(S)-7-(2-acetylamino-4-methyl-thiazole-5-sulfonyl)-3-(4-cyclopentylmethoxy-phenyl)-2,3,6,7,8,9-hexahydro-[1,4]dioxino[2,3-g]isoquinoline-8-carbonyl]-amino}-3-(4′-cyano-biphenyl-4-yl)-propionic acid methyl ester). Isolated yield 75.2%. RXN SMILES: Cl.[CH3:2][O:3][C:4](=[O:51])[C@@H:5]([NH:21][C:22]([CH:24]1[CH2:33][C:32]2[CH:31]=[C:30]3[O:34][CH2:35][C@H:36]([C:38]4[CH:43]=[CH:42][C:41]([O:44][CH2:45][CH:46]5[CH2:50][CH2:49][CH2:48][CH2:47]5)=[CH:40][CH:39]=4)[O:37][C:29]3=[CH:28][C:27]=2[CH2:26][NH:25]1)=[O:23])[CH2:6][C:7]1[CH:12]=[CH:11][C:10]([C:13]2[CH:18]=[CH:17][C:16]([C:19]#[N:20])=[CH:15][CH:14]=2)=[CH:9][CH:8]=1.[C:52]([NH:55][C:56]1[S:57][C:58]([S:62](Cl)(=[O:64])=[O:63])=[C:59]([CH3:61])[N:60]=1)(=[O:54])[CH3:53]>>[CH3:2][O:3][C:4](=[O:51])[C@@H:5]([NH:21][C:22]([CH:24]1[CH2:33][C:32]2[CH:31]=[C:30]3[O:34][CH2:35][C@H:36]([C:38]4[CH:39]=[CH:40][C:41]([O:44][CH2:45][CH:46]5[CH2:47][CH2:48][CH2:49][CH2:50]5)=[CH:42][CH:43]=4)[O:37][C:29]3=[CH:28][C:27]=2[CH2:26][N:25]1[S:62]([C:58]1[S:57][C:56]([NH:55][C:52](=[O:54])[CH3:53])=[N:60][C:59]=1[CH3:61])(=[O:63])=[O:64])=[O:23])[CH2:6][C:7]1[CH:12]=[CH:11][C:10]([C:13]2[CH:14]=[CH:15][C:16]([C:19]#[N:20])=[CH:17][CH:18]=2)=[CH:9][CH:8]=1 |f:0.1|. Procedure: (S)-3-(4′-Cyano-biphenyl-4-yl)-2-{[(S)-3-(4-cyclopentylmethoxy-phenyl)-2,3,6,7,8,9-hexahydro-[1,4]dioxino[2,3-g]isoquinoline-8-carbonyl]-amino}-propionic acid methylester hydrochloride (18 mg) was reacted with 2-acetylamino-4-methyl thiazole-5-sulfonyl chloride (11 mg) according to General Procedure E to give (S)-2-{[(S)-7-(2-acetylamino-4-methyl-thiazole-5-sulfonyl)-3-(4-cyclopentylmethoxy-phenyl)-2,3,6,7,8,9-hexahydro-[1,4]dioxino[2,3-g]isoquinoline-8-carbonyl]-amino}-3-(4′-cyano-biphenyl-4-yl...